describe an organic reaction: reactants, conditions, products, and yield From a dataset of the Open Reaction Database (ORD), a public repository of structured organic reaction records. The reactants are OC(CN1C=NC=C1)COCCCCC (1-[2-hydroxy-3-(pentoxy)propyl]1H-imidazole), [H-].[Na+] (sodium hydride), BrCC1=CC=C(C(=O)OCC)C=C1 (Ethyl 4-(bromomethyl)benzoate). Run in O1CCCC1 (tetrahydrofuran). Reaction conditions: time 1 hour. Product: N1(C=NC=C1)CC(COCCCCC)OCC1=CC=C(C(=O)OCC)C=C1 (ethyl 4-[[1-(1H-imidazol-1ylmethyl)-2-(pentoxy)ethoxy]methyl]benzoate). As a reaction SMILES: [OH:1][CH:2]([CH2:9][O:10][CH2:11][CH2:12][CH2:13][CH2:14][CH3:15])[CH2:3][N:4]1[CH:8]=[CH:7][N:6]=[CH:5]1.[H-].[Na+].Br[CH2:19][C:20]1[CH:30]=[CH:29][C:23]([C:24]([O:26][CH2:27][CH3:28])=[O:25])=[CH:22][CH:21]=1>O1CCCC1>[N:4]1([CH2:3][CH:2]([O:1][CH2:19][C:20]2[CH:30]=[CH:29][C:23]([C:24]([O:26][CH2:27][CH3:28])=[O:25])=[CH:22][CH:21]=2)[CH2:9][O:10][CH2:11][CH2:12][CH2:13][CH2:14][CH3:15])[CH:8]=[CH:7][N:6]=[CH:5]1 |f:1.2|. Procedure: A solution of 1-[2-hydroxy-3-(pentoxy)propyl]1H-imidazole (Example 29b, 2.12 g, 0.010 mol) in anhydrous tetrahydrofuran (15 ml) was treated with sodium hydride (0.44 g of a 60% dispersion in oil, 0.011 mol) and stirred at room temperature for 1 hour. Ethyl 4-(bromomethyl)benzoate (2.67 g, 0.011 mol) was then added and the mixture was stirred at room temperature for 12 hours. The solvent was evaporated off under reduced pressure and the residue was dissolved in ethyl acetate, washed with water an... Starting materials: Cl (hydrochloric acid), C(C)(=O)SCC(C(=O)NC=1C(=C(C(=O)O)C=CC1)C)CC(C)C (3-[(2-Acetylthiomethyl-4-methylpentanoyl)amino]-2-methylbenzoic acid), compound, N1CCCC1 (pyrrolidine). The solvent is CO (methanol), CO (methanol). Run at time 30 minute. Yields the product SCC(C(=O)NC=1C(=C(C(=O)O)C=CC1)C)CC(C)C (3-[(2-mercaptomethyl-4-methylpentanoyl)amino]-2-methylbenzoic acid). Isolated yield 76.2%. Reaction SMILES: C([S:4][CH2:5][CH:6]([CH2:20][CH:21]([CH3:23])[CH3:22])[C:7]([NH:9][C:10]1[C:11]([CH3:19])=[C:12]([CH:16]=[CH:17][CH:18]=1)[C:13]([OH:15])=[O:14])=[O:8])(=O)C.N1CCCC1.Cl>CO>[SH:4][CH2:5][CH:6]([CH2:20][CH:21]([CH3:23])[CH3:22])[C:7]([NH:9][C:10]1[C:11]([CH3:19])=[C:12]([CH:16]=[CH:17][CH:18]=1)[C:13]([OH:15])=[O:14])=[O:8]. Procedure details: 3-[(2-Acetylthiomethyl-4-methylpentanoyl)amino]-2-methylbenzoic acid (compound of Example 175) (3 g), 70% aqueous methanol (30 ml) and pyrrolidine (2.2 g) are mixed, and the mixture is stirred at room temperature for 30 minutes. The reaction mixture is adjusted to pH 3.0 with 10% hydrochloric acid, and methanol is distilled off under reduced pressure. The precipitated crystals are separated by filtration and dissolved in 50% aqueous acetonitrile and purified by a column chromatography using Diai... Starting materials: Cc1ncc(C(=O)O)c(-c2ccccc2)n1, O=C(NCC1CC2CC2N1)c1cccc2c1OCCO2. Yields the product Cc1ncc(C(=O)N2C(CNC(=O)c3cccc4c3OCCO4)CC3CC32)c(-c2ccccc2)n1. As a reaction SMILES: [CH3:21][c:22]1[n:23][cH:24][c:25]([C:34](=[O:35])[OH:36])[c:26](-[c:28]2[cH:29][cH:30][cH:31][cH:32][cH:33]2)[n:27]1.[CH:1]12[NH:2][CH:3]([CH2:7][NH:8][C:9](=[O:10])[c:11]3[cH:12][cH:13][cH:14][c:15]4[c:20]3[O:19][CH2:18][CH2:17][O:16]4)[CH2:4][CH:5]1[CH2:6]2>>[CH:1]12[N:2]([C:34]([c:25]3[cH:24][n:23][c:22]([CH3:21])[n:27][c:26]3-[c:28]3[cH:29][cH:30][cH:31][cH:32][cH:33]3)=[O:35])[CH:3]([CH2:7][NH:8][C:9](=[O:10])[c:11]3[cH:12][cH:13][cH:14][c:15]4[c:20]3[O:19][CH2:18][CH2:17][O:16]4)[CH2:4][CH:5]1[CH2:6]2. Starting materials: C(=O)C1=C(C(OC)C2=CN(CS2)C)C=CC=C1 (5-(2-formyl-α-methoxybenzyl)-3-methylthiazole), FC(C1=CC=C(C=C1)C(C)=NN)(F)F (4'-(trifluoromethyl)acetophenone hydrazone). The solvent is CO (methanol), CO (methanol). Conditions: time 3 hour. The product is COC(C1=C(C=CC=C1)C=NN=C(C)C1=CC=C(C=C1)C(F)(F)F)C1=CN(CS1)C (5-[α-methoxy-2-{4-(4-trifluoromethylphenyl)-2,3-diaza-1,3-pentadienyl}benzyl]-3-methylthiazole). The yield is 53.1%. RXN SMILES: [CH:1]([C:3]1[CH:17]=[CH:16][CH:15]=[CH:14][C:4]=1[CH:5]([C:8]1[S:12][CH2:11][N:10]([CH3:13])[CH:9]=1)[O:6][CH3:7])=O.[F:18][C:19]([F:31])([F:30])[C:20]1[CH:25]=[CH:24][C:23]([C:26](=[N:28][NH2:29])[CH3:27])=[CH:22][CH:21]=1>CO>[CH3:7][O:6][CH:5]([C:8]1[S:12][CH2:11][N:10]([CH3:13])[CH:9]=1)[C:4]1[CH:14]=[CH:15][CH:16]=[CH:17][C:3]=1[CH:1]=[N:29][N:28]=[C:26]([C:23]1[CH:24]=[CH:25][C:20]([C:19]([F:18])([F:31])[F:30])=[CH:21][CH:22]=1)[CH3:27]. Procedure details: To 0.23 g (1 mmol) of 5-(2-formyl-α-methoxybenzyl)-3-methylthiazole in 2 ml of methanol was added 0.22 g (1.1 mmol) of 4'-(trifluoromethyl)acetophenone hydrazone and stirred at room temperature for 3 hours. After completion of the reaction, methanol was concentrated under reduced pressure. The residue was purified by column chromatography on silica gel (ethyl acetate/n-hexane) to give 5-[α-methoxy-2-{4-(4-trifluoromethylphenyl)-2,3-diaza-1,3-pentadienyl}benzyl]-3-methylthiazole (0.23 g, 55.4%) a... Starting materials: ClCCl, CCOCC, OCCCCCCOc1ccc(Cl)cc1, O=[Cr](=O)([O-])Cl, c1cc[nH+]cc1. Product: O=CCCCCCOc1ccc(Cl)cc1. As a reaction SMILES: [CH2:27]([Cl:28])[Cl:29].[CH2:30]([O:31][CH2:32][CH3:33])[CH3:34].[Cl:12][c:13]1[cH:14][cH:15][c:16]([O:17][CH2:18][CH2:19][CH2:20][CH2:21][CH2:22][CH2:23][OH:24])[cH:25][cH:26]1.[O:1]=[Cr:2]([Cl:3])([O-:4])=[O:5].[nH+:6]1[cH:7][cH:8][cH:9][cH:10][cH:11]1>>[Cl:12][c:13]1[cH:14][cH:15][c:16]([O:17][CH2:18][CH2:19][CH2:20][CH2:21][CH2:22][CH:23]=[O:24])[cH:25][cH:26]1.